This data is from the Open Reaction Database (ORD), a public repository of structured organic reaction records. The task is: describe an organic reaction: reactants, conditions, products, and yield Conditions: time 80 minute. Solvent: O (water). Product: C(C)OC(=O)C=1C=NC(N2C1SC1=C2C=CC(=C1)OC)=O (Ethyl-7-methoxy-1-oxo-1H-pyrimido[6,1-b]benzthiazole-4-carboxylate). As a reaction SMILES: [Na].[CH3:2][O:3][C:4]1[CH:20]=[CH:19][C:7]2[N:8]3[C:14](=[O:15])[N:13]=[CH:12][C:11]([C:16]([OH:18])=[O:17])=[C:9]3[S:10][C:6]=2[CH:5]=1.O=P(N(C)C)(N(C)C)N(C)C.[CH2:32](I)[CH3:33]>O>[CH2:32]([O:17][C:16]([C:11]1[CH:12]=[N:13][C:14](=[O:15])[N:8]2[C:7]3[CH:19]=[CH:20][C:4]([O:3][CH3:2])=[CH:5][C:6]=3[S:10][C:9]=12)=[O:18])[CH3:33] |^1:0|. Starting materials: resultant solution, C(C)I (ethyl iodide), [Na] (sodium), COC1=CC2=C(N3C(S2)=C(C=NC3=O)C(=O)O)C=C1 (7-methoxy-1-oxo-1H-pyrimido[6,1-b]benzthiazole-4-carboxylic acid), O=P(N(C)C)(N(C)C)N(C)C (hexametapol). Reported procedure: 20 g. of the sodium salt of 7-methoxy-1-oxo-1H-pyrimido[6,1-b]benzthiazole-4-carboxylic acid prepared according to Example 1C are slurried in 200 ml. hexametapol and mixed at ambient temperature with 23.45 g. ethyl iodide. The reaction mixture is stirred for 80 minutes and the resultant solution poured into 3 liters of water. The precipitate obtained is separated off and, while still moist, boiled with 500 ml. ethanol and brought into solution by the addition of some nitromethane. After cooling,... The reactants are O=C1OC(CCc2ccccc2)(c2ccccc2)CC(O)=C1Br, C1CCNCC1, Cc1ccc(S)c(C(C)C)c1, ClCCl. Yields the product Cc1ccc(SC2=C(O)CC(CCc3ccccc3)(c3ccccc3)OC2=O)c(C(C)C)c1. Reaction SMILES: [Br:1][C:2]1=[C:7]([OH:8])[CH2:6][C:5]([CH2:9][CH2:10][c:11]2[cH:12][cH:13][cH:14][cH:15][cH:16]2)([c:17]2[cH:18][cH:19][cH:20][cH:21][cH:22]2)[O:4][C:3]1=[O:23].[CH2:35]1[CH2:36][CH2:37][NH:38][CH2:39][CH2:40]1.[CH3:24][c:25]1[cH:26][c:27]([CH:32]([CH3:33])[CH3:34])[c:28]([SH:31])[cH:29][cH:30]1.[Cl:41][CH2:42][Cl:43]>>[C:2]1([S:31][c:28]2[c:27]([CH:32]([CH3:33])[CH3:34])[cH:26][c:25]([CH3:24])[cH:30][cH:29]2)=[C:7]([OH:8])[CH2:6][C:5]([CH2:9][CH2:10][c:11]2[cH:12][cH:13][cH:14][cH:15][cH:16]2)([c:17]2[cH:18][cH:19][cH:20][cH:21][cH:22]2)[O:4][C:3]1=[O:23].